This data is from the Open Reaction Database (ORD), a public repository of structured organic reaction records. The task is: describe an organic reaction: reactants, conditions, products, and yield Isolated yield 39.0%. Yields the product C(C1=CC=CC=C1)N1N=C(C=C1C(=O)NC1=CC(=CC=C1)OC1=C2C(=NC=C1)NC(N2)=O)C(C)(C)C (1-Benzyl-3-tert-butyl-N-(3-(2-oxo-2,3-dihydro-1H-imidazo[4,5-b]pyridin-7-yloxy)phenyl)-1H-pyrazole-5-carboxamide). As a reaction SMILES: [NH2:1][C:2]1[CH:3]=[C:4]([CH:16]=[CH:17][CH:18]=1)[O:5][C:6]1[CH:11]=[CH:10][N:9]=[C:8]2[NH:12][C:13](=[O:15])[NH:14][C:7]=12.[CH2:19]([N:26]1[C:30]([C:31](Cl)=[O:32])=[CH:29][C:28]([C:34]([CH3:37])([CH3:36])[CH3:35])=[N:27]1)[C:20]1[CH:25]=[CH:24][CH:23]=[CH:22][CH:21]=1>>[CH2:19]([N:26]1[C:30]([C:31]([NH:1][C:2]2[CH:18]=[CH:17][CH:16]=[C:4]([O:5][C:6]3[CH:11]=[CH:10][N:9]=[C:8]4[NH:12][C:13](=[O:15])[NH:14][C:7]=34)[CH:3]=2)=[O:32])=[CH:29][C:28]([C:34]([CH3:37])([CH3:36])[CH3:35])=[N:27]1)[C:20]1[CH:21]=[CH:22][CH:23]=[CH:24][CH:25]=1. Procedure details: Method H was used with 7-(3-aminophenoxy)-1H-imidazo[4,5-b]pyridin-2(3H)-one and 1-benzyl-3-tert-butyl-1H-pyrazole-5-carbonyl chloride to afford the title compound (40 mg, 39%). 1H-NMR (δ, ppm, DMSO-d6): 1.29 (s, 9H, t-Bu), 5.67 (s, 2H, CH2), 6.47 (d, 1H, HPy,5, J=6.0 Hz), 6.89 (d, 1H, Harom, J=8.0 Hz), 7.00 (s, 1H, Hpyrrazole), 7.11 (d, 2H, Harom, J=8.0 Hz), 7.22 (t, 1H, Harom, J=7.0 Hz), 7.11 (t, 2H, Harom, J=8.0 Hz), 7.40 (t, 1H, Harom, J=8.0 Hz), 7.48-7.51 (m, 1H, Harom), 7.60 (d, 1H, Harom,... The reactants are NC=1C=C(OC2=C3C(=NC=C2)NC(N3)=O)C=CC1 (7-(3-aminophenoxy)-1H-imidazo[4,5-b]pyridin-2(3H)-one), C(C1=CC=CC=C1)N1N=C(C=C1C(=O)Cl)C(C)(C)C (1-benzyl-3-tert-butyl-1H-pyrazole-5-carbonyl chloride).